Dataset: the Open Reaction Database (ORD), a public repository of structured organic reaction records. Task: describe an organic reaction: reactants, conditions, products, and yield The reactants are CC1(OC[C@H](O1)CN1N=C(C=C1)NC(C(CC(C(F)(F)F)C(F)(F)F)N1C(C=C(C1)OC1=C(C=CC=C1)Cl)=O)=O)C (2-[4-(2-chloro-phenoxy)-2-oxo-2,5-dihydro-pyrrol-1-yl]-5,5,5-trifluoro-4-trifluoromethyl-pentanoic acid [1-((R)-2,2-dimethyl-[1,3]dioxolan-4-yl-methyl)-1H-pyrazol-3-yl]-amide), O.C1(=CC=C(C=C1)S(=O)(=O)O)C (p-toluenesulfonic acid hydrate). Solvent: CO (methanol). The product is O[C@H](CN1N=C(C=C1)NC(C(CC(C(F)(F)F)C(F)(F)F)N1C(C=C(C1)OC1=C(C=CC=C1)Cl)=O)=O)CO (2-[4-(2-chloro-phenoxy)-2-oxo-2,5-dihydro-pyrrol-1-yl]-5,5,5-trifluoro-4-trifluoromethyl-pentanoic acid [1-((R)-2,3-dihydroxy-propyl)-1H-pyrazol-3-yl]-amide). The yield is 87.6%. As a reaction SMILES: CC1(C)[O:6][C@H:5]([CH2:7][N:8]2[CH:12]=[CH:11][C:10]([NH:13][C:14](=[O:40])[CH:15]([N:26]3[CH2:30][C:29]([O:31][C:32]4[CH:37]=[CH:36][CH:35]=[CH:34][C:33]=4[Cl:38])=[CH:28][C:27]3=[O:39])[CH2:16][CH:17]([C:22]([F:25])([F:24])[F:23])[C:18]([F:21])([F:20])[F:19])=[N:9]2)[CH2:4][O:3]1.O.C1(C)C=CC(S(O)(=O)=O)=CC=1>CO>[OH:6][C@@H:5]([CH2:4][OH:3])[CH2:7][N:8]1[CH:12]=[CH:11][C:10]([NH:13][C:14](=[O:40])[CH:15]([N:26]2[CH2:30][C:29]([O:31][C:32]3[CH:37]=[CH:36][CH:35]=[CH:34][C:33]=3[Cl:38])=[CH:28][C:27]2=[O:39])[CH2:16][CH:17]([C:22]([F:23])([F:25])[F:24])[C:18]([F:20])([F:19])[F:21])=[N:9]1 |f:1.2|. Reported procedure: In a round bottom flask was placed 2-[4-(2-chloro-phenoxy)-2-oxo-2,5-dihydro-pyrrol-1-yl]-5,5,5-trifluoro-4-trifluoromethyl-pentanoic acid [1-((R)-2,2-dimethyl-[1,3]dioxolan-4-yl-methyl)-1H-pyrazol-3-yl]-amide (32 mg, 0.05 mmol), methanol (2 mL) and p-toluenesulfonic acid hydrate (5 mg, 0.15 mmol) and stirred at 25° C. for 48 h. The mixture was concentrated in vacuo and then taken up in ethyl acetate/methanol and concentrated in vacuo with silica gel (1.5 g). Purification by Biotage flash chroma... The reactants are BrCCCC(=O)O (4-bromobutyric acid), C1(=CC=CC=C1)P(C1=CC=CC=C1)C1=CC=CC=C1 (triphenylphosphine). Run in C(C)OCC (diethyl ether), C(Cl)(Cl)Cl (chloroform). The product is [Br-].C(=O)(O)CCC[P+](C1=CC=CC=C1)(C1=CC=CC=C1)C1=CC=CC=C1 ((3-Carboxypropyl)triphenylphosphonium bromide). Isolated yield 93.3%. RXN SMILES: [Br:1][CH2:2][CH2:3][CH2:4][C:5]([OH:7])=[O:6].[C:8]1([P:14]([C:21]2[CH:26]=[CH:25][CH:24]=[CH:23][CH:22]=2)[C:15]2[CH:20]=[CH:19][CH:18]=[CH:17][CH:16]=2)[CH:13]=[CH:12][CH:11]=[CH:10][CH:9]=1>C(Cl)(Cl)Cl.C(OCC)C>[Br-:1].[C:5]([CH2:4][CH2:3][CH2:2][P+:14]([C:15]1[CH:16]=[CH:17][CH:18]=[CH:19][CH:20]=1)([C:21]1[CH:26]=[CH:25][CH:24]=[CH:23][CH:22]=1)[C:8]1[CH:9]=[CH:10][CH:11]=[CH:12][CH:13]=1)([OH:7])=[O:6] |f:4.5|. Procedure details: A mixture of 100 g (599 mmol, Aldrich) of 4-bromobutyric acid and 157 g (599 mmol, Aldrich) of triphenylphosphine was heated to 130° for 2 hours. The reaction was cooled to room temperature. The resulting solid was solubilized in 250 mL of hot chloroform then diluted with 200 mL of diethyl ether. The mixture was cooled to room temperature then 0°. The solid which formed was collected by filtration and then dried under vacuum to afford 240 g (559 mmol, 93%) of title compound. Starting materials: CC[O-].[Na+] (NaOEt), CC1C(CC(CC1)C)S (2,5-dimethylcyclohexyl mercaptan), C(C)(C)I (isopropyl iodide). Run in C(C)O (ethanol), C(C)O (ethanol). Conditions: time 3 hour. Product: C(C)(C)SC1C(CCC(C1)C)C (2,5-dimethylcyclohexyl isopropyl sulphide). As a reaction SMILES: CC[O-].[Na+].[CH3:5][CH:6]1[CH2:11][CH2:10][CH:9]([CH3:12])[CH2:8][CH:7]1[SH:13].[CH:14](I)([CH3:16])[CH3:15]>C(O)C>[CH:14]([S:13][CH:7]1[CH2:8][CH:9]([CH3:12])[CH2:10][CH2:11][CH:6]1[CH3:5])([CH3:16])[CH3:15] |f:0.1|. Procedure details: A solution of N NaOEt in ethanol (50 ml.), was added dropwise to a stirred solution of 2,5-dimethylcyclohexyl mercaptan (4.5 g.) and isopropyl iodide (6 g.) in ethanol (15 ml.). The mixture was stirred at room temperature for 3 hours and refluxed for 1 hour. The ethanol was removed in a rotary evaporator and 2N HCl added to the residue. This was extracted twice with ether and the combined extracts dried (MgSO4). Removal of the ether left a yellow oil (6 g.) which g.l.c. indicated to be almost pu... As a reaction SMILES: [N:1]1[C:10]2[C:5](=[N:6][CH:7]=[CH:8][N:9]=2)[CH:4]=[N:3][CH:2]=1.NC1N=C(N)[C:19]2[C:14](=NC=C(C=C)N=2)N=1.ClCC(=O)C=NO.NC1C=CC=CN=1>>[CH:14]([C:2]1[N:3]=[CH:4][C:5]2[C:10](=[N:9][CH:8]=[CH:7][N:6]=2)[N:1]=1)=[CH2:19]. Yields the product C(=C)C1=NC2=NC=CN=C2C=N1 (Vinylpteridine). Reactants: N1=CN=CC2=NC=CN=C12 (pteridine), NC1=NC=CC=C1 (Aminopyridine), NC1=NC2=NC=C(N=C2C(=N1)N)C=C (2,4-diamino-6-vinylpteridine), ClCC(C=NO)=O (chloropyruvaldoxime). The yield is 15.0%. Procedure details: An interesting extension of the above systems is the preparation and use of a pteridine-based monomer. Such an example is 2,4-diamino-6-vinylpteridine (XIII). This molecule is synthesised in five synthetic steps, from -chloropyruvaldoxime, in 15% yield following the method of Taylor & Kobayashi (J. Org. Chem., 38, 2187-2821 (1973)). 6. Aminopyridine Based Monomers Reactants: C1CCOC1, Nc1nc2c(sc(=O)n2C2OC(COC(=O)c3ccccc3)C(OC(=O)c3ccccc3)C2OC(=O)c2ccccc2)c(=O)[nH]1, O=N[O-]. The product is O=C(OCC1OC(n2c(=O)sc3c(=O)[nH]cnc32)C(OC(=O)c2ccccc2)C1OC(=O)c1ccccc1)c1ccccc1. As a reaction SMILES: [CH2:49]1[O:50][CH2:51][CH2:52][CH2:53]1.[NH2:1][c:2]1[nH:3][c:4](=[O:45])[c:5]2[c:6]([n:7]1)[n:8]([CH:12]1[CH:13]([O:14][C:15]([c:16]3[cH:17][cH:18][cH:19][cH:20][cH:21]3)=[O:22])[CH:23]([O:24][C:25]([c:26]3[cH:27][cH:28][cH:29][cH:30][cH:31]3)=[O:32])[CH:33]([CH2:35][O:36][C:37]([c:38]3[cH:39][cH:40][cH:41][cH:42][cH:43]3)=[O:44])[O:34]1)[c:9](=[O:11])[s:10]2.[O-:46][N:47]=[O:48]>>[cH:2]1[nH:3][c:4](=[O:45])[c:5]2[c:6]([n:7]1)[n:8]([CH:12]1[CH:13]([O:14][C:15]([c:16]3[cH:17][cH:18][cH:19][cH:20][cH:21]3)=[O:22])[CH:23]([O:24][C:25]([c:26]3[cH:27][cH:28][cH:29][cH:30][cH:31]3)=[O:32])[CH:33]([CH2:35][O:36][C:37]([c:38]3[cH:39][cH:40][cH:41][cH:42][cH:43]3)=[O:44])[O:34]1)[c:9](=[O:11])[s:10]2. Procedure details: To a solid 6-pyridin-2-yl-2H-pyridazin-3-one (0.500 g, 2.900 mmol) was added 20 mL of POCl3 and the mixture was stirred at reflux for 4 hours. Excess POCl3 was removed in vacuo. The residue was poured on ice and neutralized using NaHCO3. The product was extracted with ether and ethyl acetate. The combined organic extracts were dried over MaSO4 and evaporated. The residue was purified by column chromatography to afford of 3-chloro-6-pyridin-2-ylpyridazine in 45% yield (0.250 g). The product is ClC=1N=NC(=CC1)C1=NC=CC=C1 (3-chloro-6-pyridin-2-ylpyridazine). The reactants are N1=C(C=CC=C1)C=1C=CC(NN1)=O (6-pyridin-2-yl-2H-pyridazin-3-one), O=P(Cl)(Cl)Cl (POCl3). Reaction SMILES: [N:1]1[CH:6]=[CH:5][CH:4]=[CH:3][C:2]=1[C:7]1[CH:8]=[CH:9][C:10](=O)[NH:11][N:12]=1.O=P(Cl)(Cl)[Cl:16]>>[Cl:16][C:10]1[N:11]=[N:12][C:7]([C:2]2[CH:3]=[CH:4][CH:5]=[CH:6][N:1]=2)=[CH:8][CH:9]=1. The yield is 45.0%. The reactants are [N+](=O)([O-])C1=CC=CC=2C(C3=CC=CC=C3C(C12)=O)=O (1-nitroanthraquinone), CN(P(N(C)C)(N(C)C)=O)C (hexamethylphosphoric triamide). Run in O (water). Yields the product 23.2, CN(C1=CC=CC=2C(C3=CC=CC=C3C(C12)=O)=O)C (1-dimethylaminoanthraquinone). Isolated yield 92.4%. As a reaction SMILES: [N+]([C:4]1[C:17]2[C:16](=[O:18])[C:15]3[C:10](=[CH:11][CH:12]=[CH:13][CH:14]=3)[C:9](=[O:19])[C:8]=2[CH:7]=[CH:6][CH:5]=1)([O-])=O.CN(C)P(=O)([N:26]([CH3:28])[CH3:27])N(C)C>O>[CH3:27][N:26]([CH3:28])[C:11]1[C:10]2[C:9](=[O:19])[C:8]3[C:17](=[CH:4][CH:5]=[CH:6][CH:7]=3)[C:16](=[O:18])[C:15]=2[CH:14]=[CH:13][CH:12]=1. Procedure details: 25.3 parts of 1-nitroanthraquinone and 227 parts of hexamethylphosphoric triamide are heated in an agitator flask for 4 hours to 180° C and for 11/2 hours to 210° C. After it has been cooled, the reaction mixture is poured into 1000 parts of water. The precipitated product is collected by filtration, washed with water and dried, to yield 23.2 parts (=92.4% of theory) of 1-dimethylaminoanthraquinone.